This data is from the Open Reaction Database (ORD), a public repository of structured organic reaction records. The task is: describe an organic reaction: reactants, conditions, products, and yield Reactants: CC1=CC=C(C=C1)N=C=S (4-Methylphenyl isothiocyanate), CN=C=O (methyl isocyanate), Cl (HCl), [O-][Mn](=O)(=O)=O.[K+] (KMnO4). Product: CC1=CC=C(C=C1)N1C(N(SC1=O)C)=O (4-(4-Methylphenyl)-2-methyl-1,2,4-thiadiazolidine-3,5-dione). Reaction SMILES: [CH3:1][C:2]1[CH:7]=[CH:6][C:5]([N:8]=[C:9]=[S:10])=[CH:4][CH:3]=1.Cl.[O-:12][Mn](=O)(=O)=O.[K+].[CH3:18][N:19]=[C:20]=[O:21]>>[CH3:1][C:2]1[CH:7]=[CH:6][C:5]([N:8]2[C:9](=[O:12])[S:10][N:19]([CH3:18])[C:20]2=[O:21])=[CH:4][CH:3]=1 |f:2.3|. Procedure: Reagents: 4-Methylphenyl isothiocyanate (0.88 ml, 6.5 mmol), 35% HCl (3.1 ml), KMnO4 (0.5 g), methyl isocyanate (0.38 ml, 6.5 mmol). The reactants are CCC1C=C(C)CC(C)CC(OC)C2OC(O)(C(=O)C(=O)N3CCCCC3C(=O)OC(C(C)=CC3CCC(O)C(OC)C3)C(C)C(O)CC1=O)C(C)CC2OC, N=C(OCc1ccco1)C(Cl)(Cl)Cl, CC1(C)C2CCC1(CS(=O)(=O)O)C(=O)C2. Yields the product CCC1C=C(C)CC(C)CC(OC)C2OC(O)(C(=O)C(=O)N3CCCCC3C(=O)OC(C(C)=CC3CCC(OCc4ccco4)C(OC)C3)C(C)C(O)CC1=O)C(C)CC2OC. Reaction SMILES: [CH2:1]([CH3:2])[CH:3]1[C:4](=[O:56])[CH2:5][CH:6]([OH:55])[CH:7]([CH3:54])[CH:8]([C:42](=[CH:43][CH:44]2[CH2:45][CH:46]([O:51][CH3:52])[CH:47]([OH:50])[CH2:48][CH2:49]2)[CH3:53])[O:9][C:10](=[O:41])[CH:11]2[CH2:12][CH2:13][CH2:14][CH2:15][N:16]2[C:17](=[O:40])[C:18](=[O:39])[C:19]2([OH:38])[CH:20]([CH3:37])[CH2:21][CH:22]([O:35][CH3:36])[CH:23]([CH:24]([O:32][CH3:33])[CH2:25][CH:26]([CH3:31])[CH2:27][C:28]([CH3:30])=[CH:29]1)[O:34]2.[Cl:57][C:58]([Cl:59])([Cl:60])[C:67](=[NH:68])[O:69][CH2:61][c:62]1[cH:63][cH:64][cH:65][o:66]1.[O:70]=[S:71](=[O:72])([OH:73])[CH2:74][C:75]12[CH2:76][CH2:77][CH:78]([C:79]1([CH3:80])[CH3:81])[CH2:82][C:83]2=[O:84]>>[CH2:1]([CH3:2])[CH:3]1[C:4](=[O:56])[CH2:5][CH:6]([OH:55])[CH:7]([CH3:54])[CH:8]([C:42](=[CH:43][CH:44]2[CH2:45][CH:46]([O:51][CH3:52])[CH:47]([O:50][CH2:61][c:62]3[cH:63][cH:64][cH:65][o:66]3)[CH2:48][CH2:49]2)[CH3:53])[O:9][C:10](=[O:41])[CH:11]2[CH2:12][CH2:13][CH2:14][CH2:15][N:16]2[C:17](=[O:40])[C:18](=[O:39])[C:19]2([OH:38])[CH:20]([CH3:37])[CH2:21][CH:22]([O:35][CH3:36])[CH:23]([CH:24]([O:32][CH3:33])[CH2:25][CH:26]([CH3:31])[CH2:27][C:28]([CH3:30])=[CH:29]1)[O:34]2. Reactants: COC1=CC=C(CN(C2=NC=C(C=N2)C=2C3=C(N=C(N2)N2CCOCC2)N(CC3)C=3C=C(C(=O)O)C=CC3)CC3=CC=C(C=C3)OC)C=C1 (3-(4-{2-[bis-(4-methoxy-benzyl)-amino]-pyrimidin-5-yl}-2-morpholin-4-yl-5,6-dihydro-pyrrolo[2,3-d]pyrimidin-7-yl)-benzoic acid), COC1=CC=C(CN(C2=NC=C(C=N2)C=2C3=C(N=C(N2)N2CCOCC2)N(CC3)C3=CC=C(C(=O)O)C=C3)CC3=CC=C(C=C3)OC)C=C1 (4-(4-{2-[bis-(4-methoxy-benzyl)-amino]-pyrimidin-5-yl}-2-morpholin-4-yl-5,6-dihydro-pyrrolo[2,3-d]pyrimidin-7-yl)-benzoic acid), NCCCN1CCOCC1 (N-(3-aminopropyl)morpholine). The product is COC1=CC=C(CN(C2=NC=C(C=N2)C=2C3=C(N=C(N2)N2CCOCC2)N(CC3)C=3C=C(C(=O)NCCN2CCOCC2)C=CC3)CC3=CC=C(C=C3)OC)C=C1 (3-[4-{2-[bis-(4-methoxy-benzyl)-amino]-pyrimidin-5-yl}-2-morpholin-4-yl-5,6-dihydro-pyrrolo[2,3-d]pyrimidin-7-yl]-N-(2-morpholin-4-yl-ethyl)-benzamide). As a reaction SMILES: [CH3:1][O:2][C:3]1[CH:49]=[CH:48][C:6]([CH2:7][N:8]([CH2:39][C:40]2[CH:45]=[CH:44][C:43]([O:46][CH3:47])=[CH:42][CH:41]=2)[C:9]2[N:14]=[CH:13][C:12]([C:15]3[C:16]4[CH2:29][CH2:28][N:27]([C:30]5[CH:31]=[C:32]([CH:36]=[CH:37][CH:38]=5)[C:33]([OH:35])=O)[C:17]=4[N:18]=[C:19]([N:21]4[CH2:26][CH2:25][O:24][CH2:23][CH2:22]4)[N:20]=3)=[CH:11][N:10]=2)=[CH:5][CH:4]=1.COC1C=CC(CN(CC2C=CC(OC)=CC=2)C2N=CC(C3C4CCN(C5C=CC(C(O)=O)=CC=5)C=4N=[C:68]([N:70]4[CH2:75][CH2:74][O:73][CH2:72][CH2:71]4)N=3)=CN=2)=CC=1.[NH2:99][CH2:100]CCN1CCOCC1>>[CH3:47][O:46][C:43]1[CH:44]=[CH:45][C:40]([CH2:39][N:8]([CH2:7][C:6]2[CH:5]=[CH:4][C:3]([O:2][CH3:1])=[CH:49][CH:48]=2)[C:9]2[N:10]=[CH:11][C:12]([C:15]3[C:16]4[CH2:29][CH2:28][N:27]([C:30]5[CH:31]=[C:32]([CH:36]=[CH:37][CH:38]=5)[C:33]([NH:99][CH2:100][CH2:68][N:70]5[CH2:71][CH2:72][O:73][CH2:74][CH2:75]5)=[O:35])[C:17]=4[N:18]=[C:19]([N:21]4[CH2:22][CH2:23][O:24][CH2:25][CH2:26]4)[N:20]=3)=[CH:13][N:14]=2)=[CH:41][CH:42]=1. Procedure: Using 3-(4-{2-[bis-(4-methoxy-benzyl)-amino]-pyrimidin-5-yl}-2-morpholin-4-yl-5,6-dihydro-pyrrolo[2,3-d]pyrimidin-7-yl)-benzoic acid (69.6 mg, 0.105 mmol) obtained in Step A in Example 1-D-53 instead of 4-(4-{2-[bis-(4-methoxy-benzyl)-amino]-pyrimidin-5-yl}-2-morpholin-4-yl-5,6-dihydro-pyrrolo[2,3-d]pyrimidin-7-yl)-benzoic acid, and N-(3-aminopropyl)morpholine (31.0 μl, 0.212 mmol) instead of 3-(aminomethyl)pyridine, in the same manner as Step B in Example 1-D-19, amidation was carried out, to o... Reactants: ClC1=C(C=C(C(=C1)C1=NNC=C1N1CCNCC1)O)O (4-chloro-6-(4-piperazin-1-yl-1H-pyrazol-3-yl)-benzene-1,3-diol), C([O-])([O-])=O.[Cs+].[Cs+] (cesium carbonate), BrCCO (2-bromoethanol). The solvent is CN(C=O)C (dimethylformamide). Run at time 3 day. Product: ClC1=C(C=C(C(=C1)C1=NNC=C1N1CCN(CC1)CCO)O)O (4-chloro-6-{4-[4-(2-hydroxy-ethyl)-piperazin-1-yl]-1H-pyrazol-3-yl}-benzene-1,3-diol). The yield is 20.2%. Reaction SMILES: [Cl:1][C:2]1[CH:7]=[C:6]([C:8]2[C:12]([N:13]3[CH2:18][CH2:17][NH:16][CH2:15][CH2:14]3)=[CH:11][NH:10][N:9]=2)[C:5]([OH:19])=[CH:4][C:3]=1[OH:20].C(=O)([O-])[O-].[Cs+].[Cs+].Br[CH2:28][CH2:29][OH:30]>CN(C)C=O>[Cl:1][C:2]1[CH:7]=[C:6]([C:8]2[C:12]([N:13]3[CH2:18][CH2:17][N:16]([CH2:28][CH2:29][OH:30])[CH2:15][CH2:14]3)=[CH:11][NH:10][N:9]=2)[C:5]([OH:19])=[CH:4][C:3]=1[OH:20] |f:1.2.3|. Reported procedure: A mixture of 4-chloro-6-(4-piperazin-1-yl-1H-pyrazol-3-yl)-benzene-1,3-diol (43 mg, 0.146 mmol), cesium carbonate (48 mg, 0.146 mmol), 2-bromoethanol (0.025 ml, 0.35 mmol) and dimethylformamide (1 ml) was stirred at room temperature for 3 days. The mixture was evaporated to dryness and applied to a bond elute cartridge (5 g) with dichloromethane:methanol (49:1), then eluting with dichloromethane followed by dichloromethane:ethanol:ammonia (50:8:1 then 20:8:1) gave 4-chloro-6-{4-[4-(2-hydroxy-eth... Starting materials: OC=1C(NN=C(C1)CCC1=CC=CC=C1)=O (4-hydroxy-6-(2-phenylethyl)pyridazin-3(2H)-one), C(C1=CC=CC=C1)OC=1N=NC(=CC1OCC1=CC=CC=C1)C#CC1=C(C=CC=C1F)F (3,4-bis(benzyloxy)-6-[2-(2,6-difluorophenyl)ethynyl]pyridazine), C(C1=CC=CC=C1)OC=1N=NC(=CC1OCC1=CC=CC=C1)C#CC1=C(C=CC=C1F)F (3,4-bis(benzyloxy)-6-[2-(2,6-difluorophenyl)ethynyl]pyridazine). The solvent is CO (methanol). Yields the product FC1=C(C(=CC=C1)F)CCC=1C=C(C(NN1)=O)O (6-[2-(2,6-Difluorophenyl)ethyl]-4-hydroxy-pyridazin-3(2H)-one). Yield: 24.8%. As a reaction SMILES: OC1C(=O)NN=C(CCC2C=CC=CC=2)C=1.C([O:24][C:25]1[N:26]=[N:27][C:28]([C:39]#[C:40][C:41]2[C:46]([F:47])=[CH:45][CH:44]=[CH:43][C:42]=2[F:48])=[CH:29][C:30]=1[O:31]CC1C=CC=CC=1)C1C=CC=CC=1>CO>[F:48][C:42]1[CH:43]=[CH:44][CH:45]=[C:46]([F:47])[C:41]=1[CH2:40][CH2:39][C:28]1[CH:29]=[C:30]([OH:31])[C:25](=[O:24])[NH:26][N:27]=1. Procedure: Prepared by the same method as for 4-hydroxy-6-(2-phenylethyl)pyridazin-3(2H)-one (Example 1) from 3,4-bis(benzyloxy)-6-[2-(2,6-difluorophenyl)ethynyl]pyridazine (Intermediate 33) except that the solvent mixture used for the hydrogenation was methanol and the final material was purified by preparative HPLC (0.035 g, 24.8% yield). Reactants: CCCCOC(=O)C1CN(c2ccc(C3=NNC(=O)CS3)c(F)c2)C(=O)O1, CO, N. Yields the product NC(=O)C1CN(c2ccc(C3=NNC(=O)CS3)c(F)c2)C(=O)O1. Reaction SMILES: [CH2:1]([CH2:3][CH2:4][CH3:7])[O:5][C:6](=[O:2])[CH:8]1[CH2:9][N:10]([c:14]2[cH:15][c:16]([F:27])[c:17]([C:20]3=[N:25][NH:24][C:23](=[O:26])[CH2:22][S:21]3)[cH:18][cH:19]2)[C:11](=[O:13])[O:12]1.[CH3:29][OH:30].[NH3:28]>>[O:5]=[C:6]([CH:8]1[CH2:9][N:10]([c:14]2[cH:15][c:16]([F:27])[c:17]([C:20]3=[N:25][NH:24][C:23](=[O:26])[CH2:22][S:21]3)[cH:18][cH:19]2)[C:11](=[O:13])[O:12]1)[NH2:28]. The reactants are C(OC)COC (dimethoxyethane), ClC1=CC=C(C=C1)S(=O)[O-].[Na+] (sodium 4-chlorobenzenesulfinate), COC=1C=C(CCl)C=CC1 (3-methoxybenzyl chloride). The reagents and catalysts are [Br-].C(CCC)[N+](CCCC)(CCCC)CCCC (tetrabutylammonium bromide). The solvent is C(CCC)O (butanol). Reaction conditions: temperature 70 celsius, time 16 hour. The product is ClC1=CC=C(C=C1)S(=O)(=O)CC1=CC(=CC=C1)OC (1-(4-Chlorophenylsulfonylmethyl)-3-methoxybenzene). RXN SMILES: C(COC)OC.[Cl:7][C:8]1[CH:13]=[CH:12][C:11]([S:14]([O-:16])=[O:15])=[CH:10][CH:9]=1.[Na+].[CH3:18][O:19][C:20]1[CH:21]=[C:22]([CH:25]=[CH:26][CH:27]=1)[CH2:23]Cl>[Br-].C([N+](CCCC)(CCCC)CCCC)CCC.C(O)CCC>[Cl:7][C:8]1[CH:13]=[CH:12][C:11]([S:14]([CH2:23][C:22]2[CH:25]=[CH:26][CH:27]=[C:20]([O:19][CH3:18])[CH:21]=2)(=[O:16])=[O:15])=[CH:10][CH:9]=1 |f:1.2,4.5|. Reported procedure: A dimethoxyethane (10 ml) suspension of sodium 4-chlorobenzenesulfinate (210 mg, 1.06 mmol) and 3-methoxybenzyl chloride (154 μl, 1.06 mmol) was stirred at 70° C. for 16 hours. After cooling to room temperature, butanol (2 ml) and tetrabutylammonium bromide (45 mg) were added and the resulting mixture was stirred further at 70° C. for 16 hours. After cooling the reaction mixture to room temperature, the solvent was concentrated under reduced pressure. Ethyl acetate was added to the residue. The ... The reactants are BrC=1N(C2=CC(=CC=C2C1C1CCCCC1)C(=O)OC)CC(OC)OC (Methyl 2-bromo-3-cyclohexyl-1-(2,2-dimethoxyethyl)-1H-indole-6-carboxylate), solution, C(=O)C1=C(C=CC=C1)B(O)O (2-Formylphenylboronic acid). The reagents and catalysts are C1=CC=C(C=C1)P(C2=CC=CC=C2)C3=CC=CC=C3.C1=CC=C(C=C1)P(C2=CC=CC=C2)C3=CC=CC=C3.Cl[Pd]Cl (bis(triphenylphosphine) palladium(II)dichloride). Solvent: O1CCOCC1 (dioxane), C(=O)([O-])[O-].[Na+].[Na+] (Na2CO3). Conditions: time 20 minute. Product: C1(CCCCC1)C1=C(N(C2=CC(=CC=C12)C(=O)OC)CC(OC)OC)C1=C(C=CC=C1)C=O (Methyl 3-cyclohexyl-1-(2,2-dimethoxyethyl)-2-(2-formylphenyl)-1H-indole-6-carboxylate). Yield: 85.0%. Reaction SMILES: Br[C:2]1[N:3]([CH2:21][CH:22]([O:25][CH3:26])[O:23][CH3:24])[C:4]2[C:9]([C:10]=1[CH:11]1[CH2:16][CH2:15][CH2:14][CH2:13][CH2:12]1)=[CH:8][CH:7]=[C:6]([C:17]([O:19][CH3:20])=[O:18])[CH:5]=2.[CH:27]([C:29]1[CH:34]=[CH:33][CH:32]=[CH:31][C:30]=1B(O)O)=[O:28]>O1CCOCC1.C([O-])([O-])=O.[Na+].[Na+].C1C=CC(P(C2C=CC=CC=2)C2C=CC=CC=2)=CC=1.C1C=CC(P(C2C=CC=CC=2)C2C=CC=CC=2)=CC=1.Cl[Pd]Cl>[CH:11]1([C:10]2[C:9]3[C:4](=[CH:5][C:6]([C:17]([O:19][CH3:20])=[O:18])=[CH:7][CH:8]=3)[N:3]([CH2:21][CH:22]([O:25][CH3:26])[O:23][CH3:24])[C:2]=2[C:30]2[CH:31]=[CH:32][CH:33]=[CH:34][C:29]=2[CH:27]=[O:28])[CH2:16][CH2:15][CH2:14][CH2:13][CH2:12]1 |f:3.4.5,6.7.8|. Procedure details: A solution of methyl 2-bromo-3-cyclohexyl-1-(2,2-dimethoxyethyl)-1H-indole-6-carboxylate (0.16 M, 1 eq, from Step 1) in dioxane and Na2CO3 (6 eq of a 2M solution) was degassed by sonication for 10 min. 2-Formylphenylboronic acid (1.5 eq) and bis(triphenylphosphine) palladium(II)dichloride (20 mol %) were added and the reaction placed in a pre-heated oil bath at 108° C. for 20 min. After cooling to RT, the reaction was partitioned between H2O and EtOAc (×3). The combined organics were washed with... Reactants: C1=CCCCC1, CCO, CC(Cc1c[nH]c2ccc(OCc3ccccc3)cc12)NCC(O)c1ccc(N)nc1. The product is CC(Cc1c[nH]c2ccc(O)cc12)NCC(O)c1ccc(N)nc1. Reaction SMILES: [CH2:32]1[CH2:33][CH:34]=[CH:35][CH2:36][CH2:37]1.[CH3:38][CH2:39][OH:40].[NH2:1][c:2]1[cH:3][cH:4][c:5]([CH:8]([OH:9])[CH2:10][NH:11][CH:12]([CH2:13][c:14]2[cH:15][nH:16][c:17]3[cH:18][cH:19][c:20]([O:23][CH2:24][c:25]4[cH:26][cH:27][cH:28][cH:29][cH:30]4)[cH:21][c:22]23)[CH3:31])[cH:6][n:7]1>>[NH2:1][c:2]1[cH:3][cH:4][c:5]([CH:8]([OH:9])[CH2:10][NH:11][CH:12]([CH2:13][c:14]2[cH:15][nH:16][c:17]3[cH:18][cH:19][c:20]([OH:23])[cH:21][c:22]23)[CH3:31])[cH:6][n:7]1. The reactants are Cl (Hydrochloric acid), FC1=CC=C(C=C1)C1CCC2(OCCO2)CC1 (8-(4-fluorophenyl)-1,4-dioxaspiro[4.5]decane), CO (methanol). Solvent: CO.O (methanol water). Yields the product FC1=CC=C(C=C1)C1CCC(CC1)=O (4-(4-Fluorophenyl)cyclohexanone). Isolated yield 87.0%. As a reaction SMILES: Cl.[F:2][C:3]1[CH:8]=[CH:7][C:6]([CH:9]2[CH2:18][CH2:17][C:12]3(OCC[O:13]3)[CH2:11][CH2:10]2)=[CH:5][CH:4]=1.CO>CO.O>[F:2][C:3]1[CH:4]=[CH:5][C:6]([CH:9]2[CH2:10][CH2:11][C:12](=[O:13])[CH2:17][CH2:18]2)=[CH:7][CH:8]=1 |f:3.4|. Procedure: Hydrochloric acid (0.75 ml) was added to a solution 8-(4-fluorophenyl)-1,4-dioxaspiro[4.5]decane (10 mmole) in methanol-water (2-1,100 ml). After stirring for 2 hr the methanol was removed in vacuo and the residue extracted with methylene chloride. Removal of the methylene chloride in vacuo gave the product as an oil (87%).